This data is from the Open Reaction Database (ORD), a public repository of structured organic reaction records. The task is: describe an organic reaction: reactants, conditions, products, and yield Reactants: FC=1C=CC2=C(NC(CO2)=O)C1 (6-fluoro-2H-1,4-benzoxazin-3(4H)-one), [H-].[Al+3].[Li+].[H-].[H-].[H-] (lithium aluminum hydride). Solvent: N (ammonia), O1CCCC1 (tetrahydrofuran). The product is FC=1C=CC2=C(NCCO2)C1 (6-fluoro-3,4-dihydro-2H-1,4-benzoxazine). Yield: 98.2%. RXN SMILES: [F:1][C:2]1[CH:3]=[CH:4][C:5]2[O:10][CH2:9][C:8](=O)[NH:7][C:6]=2[CH:12]=1.[H-].[Al+3].[Li+].[H-].[H-].[H-]>O1CCCC1.N>[F:1][C:2]1[CH:3]=[CH:4][C:5]2[O:10][CH2:9][CH2:8][NH:7][C:6]=2[CH:12]=1 |f:1.2.3.4.5.6|. Reported procedure: To a solution of 6-fluoro-2H-1,4-benzoxazin-3(4H)-one (1.5 g) in tetrahydrofuran (30 ml), lithium aluminum hydride (683 mg) was added under ice cooling and heated under reflux for 3.5 hours. The reaction mixture was cooled to room temperature, diluted with 28% aqueous ammonia under ice cooling, and then filtered to remove insoluble materials. The filtrate was evaporated under reduced pressure to remove the solvent. The resulting residue was purified by silica gel column chromatography (eluting s... Reactants: C(CCC)[Li] (n-butyl lithium), C(C)OCN1N=CC=C1 (1-ethoxymethyl-pyrazole), ClC1=C(C(=CC=2OC(OC21)C(=O)[O-])C=O)Cl.[Li+] (lithium 4,5-dichloro-6-formyl-1,3-benzodioxole-2-carboxylate), [Cl-].[NH4+] (ammonium chloride), Cl (hydrochloric acid). Run in CCCCCC (hexane), O1CCCC1 (tetrahydrofuran), CN(P(N(C)C)(N(C)C)=O)C (hexamethylphosphoric triamide). Reaction conditions: time 40 minute. Yields the product ClC1=C(C(=CC=2OC(OC21)C(=O)OC)C(O)C2=CC=NN2COCC)Cl (methyl 4,5-dichloro-6-[(1-ethoxymethyl-pyrazol-5-yl)-hydroxymethyl]-1,3-benzodioxole-2-carboxylate). Yield: 75.0%. Reaction SMILES: [CH2:1]([Li])CCC.[CH2:6]([O:8][CH2:9][N:10]1[CH:14]=[CH:13][CH:12]=[N:11]1)[CH3:7].[Cl:15][C:16]1[C:24]2[O:23][CH:22]([C:25]([O-:27])=[O:26])[O:21][C:20]=2[CH:19]=[C:18]([CH:28]=[O:29])[C:17]=1[Cl:30].[Li+].[Cl-].[NH4+].Cl>CCCCCC.O1CCCC1.CN(C)P(=O)(N(C)C)N(C)C>[Cl:15][C:16]1[C:24]2[O:23][CH:22]([C:25]([O:27][CH3:1])=[O:26])[O:21][C:20]=2[CH:19]=[C:18]([CH:28]([C:14]2[N:10]([CH2:9][O:8][CH2:6][CH3:7])[N:11]=[CH:12][CH:13]=2)[OH:29])[C:17]=1[Cl:30] |f:2.3,4.5|. Procedure: A solution of 12.2 ml of 1.6M n-butyl lithium in hexane is added dropwise to a solution of 2.45 g of 1-ethoxymethyl-pyrazole in 50 ml of tetrahydrofuran at -60° to -50° C. under argon gas atmosphere and the mixture is stirred at the same temperature for 40 minutes. A solution of 5.23 g of lithium 4,5-dichloro-6-formyl-1,3-benzodioxole-2-carboxylate in 40 ml of hexamethylphosphoric triamide is added dropwise to the reaction mixture at -60° to -50° C. and the mixture is stirred at the same tempera... The reactants are BrC=1C=C2CCC(CC2=CC1)=O (6-bromo-2-tetralone), C(CN)N (ethylenediamine), [N+](=O)([O-])C (nitromethane). Conditions: temperature 75 celsius. Yields the product BrC1=CC=C2C=C(CCC2=C1)C[N+](=O)[O-] (7-bromo-1,2-dihydro-3-(nitromethyl)naphthalene). As a reaction SMILES: [Br:1][C:2]1[CH:3]=[C:4]2[C:9](=[CH:10][CH:11]=1)[CH2:8][C:7](=O)[CH2:6][CH2:5]2.C(N)CN.[N+:17]([CH3:20])([O-:19])=[O:18]>>[Br:1][C:2]1[CH:3]=[C:4]2[C:9]([CH:8]=[C:7]([CH2:20][N+:17]([O-:19])=[O:18])[CH2:6][CH2:5]2)=[CH:10][CH:11]=1. Procedure: Charged 900 g of 6-bromo-2-tetralone, 1.9 L of nitromethane and 37 g of ethylenediamine in 10 L flask. Heated the mixture liquid to 75° C. in a vessel under N2 for 24 hours to complete the reaction. When the reaction was complete, distilled out the excess nitromethane under reduce pressure. Introduced 200 g of silica gel to the residue with cooling. Hexane (10 L×3) was used to extracted, filtered and the hexane layer combined. On cooling, crystals were formed. About 500 g of 7-bromo-1,2-dihydro-... Starting materials: CCN(CC)CCNC(=O)C=CC(Cc1ccccc1)NC(=O)Nc1ccc(-c2ccccc2)cc1, CC(C)NCCN, CN(C)C=O, O, On1nnc2ccccc21. Reaction SMILES: [CH2:1]([N:2]([CH2:3][CH3:4])[CH2:5][CH2:6][NH:35][C:7]([CH:8]=[CH:9][CH:10]([CH2:11][c:12]1[cH:13][cH:14][cH:15][cH:16][cH:17]1)[NH:18][C:19](=[O:20])[NH:21][c:22]1[cH:23][cH:24][c:25](-[c:28]2[cH:29][cH:30][cH:31][cH:32][cH:33]2)[cH:26][cH:27]1)=[O:34])[CH3:36].[CH:37]([CH3:38])([CH3:39])[NH:40][CH2:41][CH2:42][NH2:43].[O:54]=[CH:55][N:56]([CH3:57])[CH3:58].[OH2:59].[OH:44][n:45]1[c:46]2[c:47]([cH:48][cH:49][cH:50][cH:51]2)[n:52][n:53]1>>[C:7]([CH:8]=[CH:9][CH:10]([CH2:11][c:12]1[cH:13][cH:14][cH:15][cH:16][cH:17]1)[NH:18][C:19](=[O:20])[NH:21][c:22]1[cH:23][cH:24][c:25](-[c:28]2[cH:29][cH:30][cH:31][cH:32][cH:33]2)[cH:26][cH:27]1)(=[O:34])[NH:43][CH2:42][CH2:41][NH:40][CH:37]([CH3:38])[CH3:39]. The product is CC(C)NCCNC(=O)C=CC(Cc1ccccc1)NC(=O)Nc1ccc(-c2ccccc2)cc1. Starting materials: CCOCC, CO, ClC(Cl)Cl, [K+], [OH-], COc1cc(C2SCC(c3cc(OC)c(OC)c(OC)c3)S2)cc([N+](=O)[O-])c1O. The product is COc1cc(C2CSC(c3cc(OC)c(OC)c([N+](=O)[O-])c3)S2)cc(OC)c1OC. Reaction SMILES: [CH3:32][CH2:33][O:34][CH2:35][CH3:36].[CH3:41][OH:42].[CH:37]([Cl:38])([Cl:39])[Cl:40].[K+:2].[OH-:1].[OH:3][c:4]1[c:5]([O:30][CH3:31])[cH:6][c:7]([CH:13]2[S:14][CH2:15][CH:16]([c:18]3[cH:19][c:20]([O:28][CH3:29])[c:21]([O:26][CH3:27])[c:22]([O:24][CH3:25])[cH:23]3)[S:17]2)[cH:8][c:9]1[N+:10](=[O:11])[O-:12]>>[O:3]([c:4]1[c:5]([O:30][CH3:31])[cH:6][c:7]([CH:13]2[S:14][CH2:15][CH:16]([c:18]3[cH:19][c:20]([O:28][CH3:29])[c:21]([O:26][CH3:27])[c:22]([O:24][CH3:25])[cH:23]3)[S:17]2)[cH:8][c:9]1[N+:10](=[O:11])[O-:12])[CH3:32]. Reactants: [Br-], COC(=O)C(Br)c1cc(OC)c2c(c1)OCO2, Brc1ccc2cc[nH]c2c1, C[Mg+], Cc1ccccc1, CCOCC, [Cl-], [NH4+]. The product is COC(=O)C(c1cc(OC)c2c(c1)OCO2)c1c[nH]c2cc(Br)ccc12. Reaction SMILES: [Br-:1].[Br:14][CH:15]([C:16](=[O:17])[O:18][CH3:19])[c:20]1[cH:21][c:22]2[c:23]([c:27]([O:29][CH3:30])[cH:28]1)[O:24][CH2:25][O:26]2.[Br:4][c:5]1[cH:6][cH:7][c:8]2[cH:9][cH:10][nH:11][c:12]2[cH:13]1.[CH3:2][Mg+:3].[CH3:33][c:34]1[cH:35][cH:36][cH:37][cH:38][cH:39]1.[CH3:40][CH2:41][O:42][CH2:43][CH3:44].[Cl-:31].[NH4+:32]>>[Br:4][c:5]1[cH:6][cH:7][c:8]2[c:9]([CH:15]([C:16](=[O:17])[O:18][CH3:19])[c:20]3[cH:21][c:22]4[c:23]([c:27]([O:29][CH3:30])[cH:28]3)[O:24][CH2:25][O:26]4)[cH:10][nH:11][c:12]2[cH:13]1. The reactants are C[S-], O=S(=O)(c1c(Cl)nc(Br)n1-c1c(Cl)cc(C(F)(F)F)cc1Cl)C(F)F, [Na+], C1CCOC1, O. The product is CSc1cc(C(F)(F)F)cc(Cl)c1-n1c(Br)nc(Cl)c1S(=O)(=O)C(F)F. RXN SMILES: [CH3:26][S-:27].[Cl:1][c:2]1[c:3](-[n:13]2[c:14]([Br:25])[n:15][c:16]([Cl:24])[c:17]2[S:18](=[O:19])(=[O:20])[CH:21]([F:22])[F:23])[c:4]([Cl:12])[cH:5][c:6]([C:8]([F:9])([F:10])[F:11])[cH:7]1.[Na+:28].[O:29]1[CH2:30][CH2:31][CH2:32][CH2:33]1.[OH2:34]>>[Cl:1][c:2]1[c:3](-[n:13]2[c:14]([Br:25])[n:15][c:16]([Cl:24])[c:17]2[S:18](=[O:19])(=[O:20])[CH:21]([F:22])[F:23])[c:4]([S:27][CH3:26])[cH:5][c:6]([C:8]([F:9])([F:10])[F:11])[cH:7]1. Starting materials: N#Cc1cc2ccccc2cc1C#N, C[O-], CO, N, [Na+]. Product: N=C1NC(=N)c2cc3ccccc3cc21. RXN SMILES: [C:1](#[N:2])[c:3]1[cH:4][c:5]2[cH:6][cH:7][cH:8][cH:9][c:10]2[cH:11][c:12]1[C:13]#[N:14].[CH3:15][O-:16].[CH3:19][OH:20].[NH3:18].[Na+:17]>>[C:1]1(=[NH:18])[NH:2][C:13](=[NH:14])[c:12]2[c:3]1[cH:4][c:5]1[cH:6][cH:7][cH:8][cH:9][c:10]1[cH:11]2. Isolated yield 69.8%. Solvent: C(C)(=O)OCC (ethyl acetate), O1CCCC1 (tetrahydrofuran), O1CCCC1 (tetrahydrofuran). The product is C1(=CC=CC=C1)C1(CC[C@@]([C@@H]2CN(C[C@H]12)C(=O)OC(C)(C)C)(O)C1=C(C=CC=C1)OC)C1=CC=CC=C1 ((3aS,4S,7aS)-7,7-diphenyl-4-(2-methoxyphenyl)-2-(tert-butoxycarbonyl)perhydroisoindol-4-ol). Reactants: [Cl-].[NH4+] (ammonium chloride), COC1=C(C=CC=C1)[Mg]Br (2-methoxyphenylmagnesium bromide), C1(=CC=CC=C1)C1(CCC([C@@H]2CN(C[C@H]12)C(=O)OC(C)(C)C)=O)C1=CC=CC=C1 ((3aS,7aS)-7,7-diphenyl-2-(tert-butoxycarbonyl)perhydroisoindol-4-one), [Cl-].[Ce+3].[Cl-].[Cl-] (cerium chloride). Run at time 24 hour. Procedure: A suspension of 2-methoxyphenylmagnesium bromide (prepared from 75.3 g of 2-bromoanisole and 9.8 g of magnesium) in 100 cm3 of dry tetrahydrofuran is added dropwise at room temperature with stirring to a suspension of 20 g of (3aS,7aS)-7,7-diphenyl-2-(tert-butoxycarbonyl)perhydroisoindol-4-one and 31.6 g of anhydrous cerium chloride in 250 cm3 of dry tetrahydrofuran. The reaction mixture is stirred at room temperature for 24 hours, treated with 400 cm3 of a saturated aqueous ammonium chloride so... As a reaction SMILES: [CH3:1][O:2][C:3]1[CH:8]=[CH:7][CH:6]=[CH:5][C:4]=1[Mg]Br.[C:11]1([C:17]2([C:34]3[CH:39]=[CH:38][CH:37]=[CH:36][CH:35]=3)[C@@H:25]3[C@@H:21]([CH2:22][N:23]([C:26]([O:28][C:29]([CH3:32])([CH3:31])[CH3:30])=[O:27])[CH2:24]3)[C:20](=[O:33])[CH2:19][CH2:18]2)[CH:16]=[CH:15][CH:14]=[CH:13][CH:12]=1.[Cl-].[Ce+3].[Cl-].[Cl-].[Cl-].[NH4+]>O1CCCC1.C(OCC)(=O)C>[C:11]1([C:17]2([C:34]3[CH:35]=[CH:36][CH:37]=[CH:38][CH:39]=3)[C@@H:25]3[C@@H:21]([CH2:22][N:23]([C:26]([O:28][C:29]([CH3:32])([CH3:31])[CH3:30])=[O:27])[CH2:24]3)[C@@:20]([C:4]3[CH:5]=[CH:6][CH:7]=[CH:8][C:3]=3[O:2][CH3:1])([OH:33])[CH2:19][CH2:18]2)[CH:12]=[CH:13][CH:14]=[CH:15][CH:16]=1 |f:2.3.4.5,6.7|. Reactants: C(C)C=1OC2=CC3=C(CCNCC3)C=C2N1 (2-ethyl-6,7,8,9-tetrahydro-5H-[1,3]oxazolo[4,5-h][3]benzazepine), ClCCCSC=1N(C(=NN1)C1=C2C=CC(=NC2=CC=C1)C)C (5-{5-[(3 chloropropyl)thio]-4-methyl-4H-1,2,4-triazol-3-yl}-2-methylquinoline). The product is C(C)C=1OC2=CC3=C(CCN(CC3)CCCSC3=NN=C(N3C)C3=C4C=CC(=NC4=CC=C3)C)C=C2N1 (2-Ethyl-7-(3-{[4-methyl-5-(2-methyl-5-quinolinyl)-4H-1,2,4-triazol-3-yl]thio}propyl)-6,7,8,9-tetrahydro-5H-[1,3]oxazolo[4,5-h][3]benzazepine), solid. Reaction SMILES: [CH2:1]([C:3]1[O:4][C:5]2[C:15]([N:16]=1)=[CH:14][C:8]1[CH2:9][CH2:10][NH:11][CH2:12][CH2:13][C:7]=1[CH:6]=2)[CH3:2].Cl[CH2:18][CH2:19][CH2:20][S:21][C:22]1[N:23]([CH3:38])[C:24]([C:27]2[CH:36]=[CH:35][CH:34]=[C:33]3[C:28]=2[CH:29]=[CH:30][C:31]([CH3:37])=[N:32]3)=[N:25][N:26]=1>>[CH2:1]([C:3]1[O:4][C:5]2[C:15]([N:16]=1)=[CH:14][C:8]1[CH2:9][CH2:10][N:11]([CH2:18][CH2:19][CH2:20][S:21][C:22]3[N:23]([CH3:38])[C:24]([C:27]4[CH:36]=[CH:35][CH:34]=[C:33]5[C:28]=4[CH:29]=[CH:30][C:31]([CH3:37])=[N:32]5)=[N:25][N:26]=3)[CH2:12][CH2:13][C:7]=1[CH:6]=2)[CH3:2]. Procedure: The title compound was prepared in analogy to General Procedure 1 from 2-ethyl-6,7,8,9-tetrahydro-5H-[1,3]oxazolo[4,5-h][3]benzazepine (1.5 mmol) and 5-{5-[(3 chloropropyl)thio]-4-methyl-4H-1,2,4-triazol-3-yl}-2-methylquinoline and was obtained as a faint yellow slightly hygroscopic solid (0.75 mmol).